Dataset: the Open Reaction Database (ORD), a public repository of structured organic reaction records. Task: describe an organic reaction: reactants, conditions, products, and yield The reactants are C(C(=O)Cl)(=O)Cl (oxalyl chloride), C1(=CC=CC=C1)[C@H]1[C@@H](C1)C(=O)O ((1R,2R)-2-phenylcyclopropanecarboxylic acid). The solvent is C(Cl)Cl (CH2Cl2). Run at time 2 hour. The product is desired product, C1(=CC=CC=C1)[C@H]1[C@@H](C1)C(=O)Cl ((1R,2R)-2-phenylcyclopropanecarbonyl chloride). Reaction SMILES: [C:1](Cl)(=O)[C:2]([Cl:4])=[O:3].[C:7]1([C@@H:13]2C[C@H:14]2C(O)=O)[CH:12]=[CH:11][CH:10]=[CH:9][CH:8]=1>C(Cl)Cl>[C:7]1([C@@H:13]2[CH2:14][C@H:1]2[C:2]([Cl:4])=[O:3])[CH:12]=[CH:11][CH:10]=[CH:9][CH:8]=1. Procedure: In a dry 250 ml round-bottomed flask was added oxalyl chloride (0.90 ml, 1.8 mmol) to 8A (0.60 g, 3.5 mmol) in CH2Cl2 at room temperature to give a yellow solution. In 2 hours, the reaction was complete. The crude mixture was concentrated in vacuo and residual TFA was removed azeotropically with toluene 3 times to give the desired product (1R,2R)-2-phenylcyclopropanecarbonyl chloride (8A-1), which was used in the next step without further purification.